Dataset: the Open Reaction Database (ORD), a public repository of structured organic reaction records. Task: describe an organic reaction: reactants, conditions, products, and yield Starting materials: C(C)(=O)OCC (Ethyl acetate), [Cl-].[Al+3].[Cl-].[Cl-] (aluminum chloride), isatin-3,3-dimethylacetal, C1(=CC=C(C=C1)NC(=O)N)C (p-tolylurea). Solvent: O1CCCC1 (tetrahydrofuran), O1CCCC1 (tetrahydrofuran). Yields the product CC1=CC=C(C=C1)NC(NC1(C(NC2=CC=CC=C12)=O)NC(=O)NC1=CC=C(C=C1)C)=O (3,3-Bis(N'-(4-methylphenyl)ureido)indolin-2-one). The yield is 36.0%. Reaction SMILES: [Cl-].[Al+3].[Cl-].[Cl-].[C:5]1([CH3:15])[CH:10]=[CH:9][C:8]([NH:11][C:12]([NH2:14])=[O:13])=[CH:7][CH:6]=1.C([O:19][CH2:20][CH3:21])(=O)C>O1CCCC1>[CH3:15][C:5]1[CH:10]=[CH:9][C:8]([NH:11][C:12](=[O:13])[NH:14][C:21]2([NH:14][C:12]([NH:11][C:8]3[CH:9]=[CH:10][C:5]([CH3:15])=[CH:6][CH:7]=3)=[O:13])[C:9]3[C:8](=[CH:7][CH:6]=[CH:5][CH:10]=3)[NH:11][C:20]2=[O:19])=[CH:7][CH:6]=1 |f:0.1.2.3|. Procedure: To a solution of 12.0 g of anhydrous aluminum chloride in 150 ml of dry tetrahydrofuran were added successively a solution of 5.79 g of isatin-3,3-dimethylacetal in 150 ml of dry tetrahydrofuran and 9.0 g of p-tolylurea at 0° C. under a nitrogen atmosphere, and the mixture was heated under reflux for 40 minutes. Ethyl acetate was added to the reaction mixture, and the mixture was washed twice with an aqueous solution of sodium chloride. The organic layer was dried over anhydrous sodium sulfate, ...